From a dataset of the Open Reaction Database (ORD), a public repository of structured organic reaction records. describe an organic reaction: reactants, conditions, products, and yield Reactants: CCCNCCC, Cc1c(CC(=O)O)cccc1[N+](=O)[O-], Cc1ccccc1, [Na+], [Na+], O=C([O-])[O-], O, O=S(Cl)Cl. Product: CCCN(CCC)C(=O)Cc1cccc([N+](=O)[O-])c1C. Reaction SMILES: [CH2:25]([CH2:26][CH3:27])[NH:28][CH2:29][CH2:30][CH3:31].[CH3:1][c:2]1[c:3]([CH2:11][C:12](=[O:13])[OH:14])[cH:4][cH:5][cH:6][c:7]1[N+:8](=[O:9])[O-:10].[CH3:32][c:33]1[cH:34][cH:35][cH:36][cH:37][cH:38]1.[Na+:19].[Na+:20].[O-:21][C:22](=[O:23])[O-:24].[OH2:39].[S:15]([Cl:16])([Cl:17])=[O:18]>>[CH3:1][c:2]1[c:3]([CH2:11][C:12](=[O:14])[N:28]([CH2:25][CH2:26][CH3:27])[CH2:29][CH2:30][CH3:31])[cH:4][cH:5][cH:6][c:7]1[N+:8](=[O:9])[O-:10].